This data is from the Open Reaction Database (ORD), a public repository of structured organic reaction records. The task is: describe an organic reaction: reactants, conditions, products, and yield Reactants: BrC=1C(=NC=C(C(=O)NC2=CC=C(C=C2)OC(F)(F)F)C1)N1C[C@@H]([C@@H](C1)O)O (5-bromo-6-((3S,4R)-3,4-dihydroxypyrrolidin-1-yl)-N-(4-(trifluoromethoxy)phenyl)nicotinamide), FC=1C=C(C=NC1)B(O)O (5-fluoropyridin-3-ylboronic acid). The product is O[C@@H]1CN(C[C@@H]1O)C1=NC=C(C=C1C=1C=NC=C(C1)F)C(=O)NC1=CC=C(C=C1)OC(F)(F)F (2-(cis-3,4-Dihydroxypyrrolidin-1-yl)-5′-fluoro-N-(4-(trifluoromethoxy)phenyl)-[3,3′-bipyridine]-5-carboxamide). Reaction SMILES: Br[C:2]1[C:3]([N:22]2[CH2:26][C@@H:25]([OH:27])[C@@H:24]([OH:28])[CH2:23]2)=[N:4][CH:5]=[C:6]([CH:21]=1)[C:7]([NH:9][C:10]1[CH:15]=[CH:14][C:13]([O:16][C:17]([F:20])([F:19])[F:18])=[CH:12][CH:11]=1)=[O:8].[F:29][C:30]1[CH:31]=[C:32](B(O)O)[CH:33]=[N:34][CH:35]=1>>[OH:28][C@H:24]1[C@@H:25]([OH:27])[CH2:26][N:22]([C:3]2[C:2]([C:32]3[CH:33]=[N:34][CH:35]=[C:30]([F:29])[CH:31]=3)=[CH:21][C:6]([C:7]([NH:9][C:10]3[CH:15]=[CH:14][C:13]([O:16][C:17]([F:20])([F:19])[F:18])=[CH:12][CH:11]=3)=[O:8])=[CH:5][N:4]=2)[CH2:23]1. Reported procedure: The title compound was prepared in an analogous fashion to that described in Example 71 using 5-bromo-6-((3S,4R)-3,4-dihydroxypyrrolidin-1-yl)-N-(4-(trifluoromethoxy)phenyl)nicotinamide (Stage 71.1) and 5-fluoropyridin-3-ylboronic acid to afford a brown solid. UPLC-MS (Condition 3) tR=0.92 min, m/z=479.1 [M+H]+, m/z=477.2 [M−H]−; 1H-NMR (400 MHz, DMSO-d6) δ ppm 3.05 (dd, J=10.88, 4.28 Hz, 2H) 3.25 (dd, J=10.64, 5.01 Hz, 2H) 3.92-4.02 (m, 2H) 4.90 (d, J=3.79 Hz, 2H) 7.35 (d, J=8.44 Hz, 2H) 7.80-7... Reactants: Brc1cccnc1, C1CCOC1, [Li]CCCC, O=C(c1ccccc1)c1ccccc1. Product: OC(c1ccccc1)(c1ccccc1)c1cccnc1. RXN SMILES: [Br:1][c:2]1[cH:3][n:4][cH:5][cH:6][cH:7]1.[CH2:27]1[O:28][CH2:29][CH2:30][CH2:31]1.[CH3:8][CH2:9][CH2:10][CH2:11][Li:12].[O:13]=[C:14]([c:15]1[cH:16][cH:17][cH:18][cH:19][cH:20]1)[c:21]1[cH:22][cH:23][cH:24][cH:25][cH:26]1>>[c:2]1([C:14]([OH:13])([c:15]2[cH:16][cH:17][cH:18][cH:19][cH:20]2)[c:21]2[cH:22][cH:23][cH:24][cH:25][cH:26]2)[cH:3][n:4][cH:5][cH:6][cH:7]1. Starting materials: FC1=CC=C(C=C1)C=1C(=NC=NC1N1CCNCC1)N (5-(4-fluoro-phenyl)-6-piperazin-1-yl-pyrimidin-4-ylamine), ClC1=CC(=C(C=O)C=C1Cl)O (4,5-dichloro-2-hydroxy-benzaldehyde), C(C)(=O)O (Acetic acid), C(C)(=O)O[BH-](OC(C)=O)OC(C)=O.[Na+] (sodium triacetoxy borohydride). Run in ClCCCl (DCE), C(Cl)Cl (DCM). Conditions: time 8 hour. Product: NC1=C(C(=NC=N1)N1CCN(CC1)CC1=C(C=C(C(=C1)Cl)Cl)O)C1=CC=C(C=C1)F (2-((4-(6-amino-5-(4-fluorophenyl)pyrimidin-4-yl)piperazin-1-yl)methyl)-4,5-dichlorophenol). Isolated yield 80.7%. Reaction SMILES: [F:1][C:2]1[CH:7]=[CH:6][C:5]([C:8]2[C:9]([NH2:20])=[N:10][CH:11]=[N:12][C:13]=2[N:14]2[CH2:19][CH2:18][NH:17][CH2:16][CH2:15]2)=[CH:4][CH:3]=1.[Cl:21][C:22]1[C:29]([Cl:30])=[CH:28][C:25]([CH:26]=O)=[C:24]([OH:31])[CH:23]=1.C(O)(=O)C.C(O[BH-](OC(=O)C)OC(=O)C)(=O)C.[Na+]>ClCCCl.C(Cl)Cl>[NH2:20][C:9]1[N:10]=[CH:11][N:12]=[C:13]([N:14]2[CH2:19][CH2:18][N:17]([CH2:26][C:25]3[CH:28]=[C:29]([Cl:30])[C:22]([Cl:21])=[CH:23][C:24]=3[OH:31])[CH2:16][CH2:15]2)[C:8]=1[C:5]1[CH:6]=[CH:7][C:2]([F:1])=[CH:3][CH:4]=1 |f:3.4|. Procedure: A reaction mixture of 5-(4-fluoro-phenyl)-6-piperazin-1-yl-pyrimidin-4-ylamine (400.0 mg; 1.46 mmol; 1.00 eq.), 4,5-dichloro-2-hydroxy-benzaldehyde (279.5 mg; 1.46 mmol; 1.00 eq.), Acetic acid (87.8 mg; 1.46 mmol; 1.00 eq.) and sodium triacetoxy borohydride (926.1 mg; 4.39 mmol; 3.00 eq.) in DCE (10 ml) was stirred overnight at RT. The reaction solution was diluted with DCM and washed with brine. The organic layer was dried and concentrated, which was added 10 ml of ether and stirred for 5 mins.... Starting materials: CO, C[O-], [Cu], Nc1ccc(I)cn1, [Na+]. The product is COc1ccc(N)nc1. RXN SMILES: [CH3:13][OH:14].[CH3:9][O-:10].[Cu:12].[NH2:1][c:2]1[n:3][cH:4][c:5]([I:8])[cH:6][cH:7]1.[Na+:11]>>[NH2:1][c:2]1[n:3][cH:4][c:5]([O:10][CH3:9])[cH:6][cH:7]1.